From a dataset of the Open Reaction Database (ORD), a public repository of structured organic reaction records. describe an organic reaction: reactants, conditions, products, and yield Starting materials: C(C1=CC=CC=C1)OCC(=O)OC1=C(C(=C(C=C1[N+](=O)[O-])OC)OC)OC ((6′-Nitro-2′,3′,4′-trimethoxyphenyl) benzyloxyacetate). Reagents/catalysts: [Pd] (palladium on carbon). The solvent is CO (methanol). Conditions: time 7 hour. Yields the product OCC=1OC2=C(N1)C=C(C(=C2OC)OC)OC (2-hydroxymethyl-5,6,7-trimethoxybenzoxazole). RXN SMILES: C([O:8][CH2:9][C:10]([O:12][C:13]1[C:18]([N+:19]([O-])=O)=[CH:17][C:16]([O:22][CH3:23])=[C:15]([O:24][CH3:25])[C:14]=1[O:26][CH3:27])=O)C1C=CC=CC=1>CO.[Pd]>[OH:8][CH2:9][C:10]1[O:12][C:13]2[C:14]([O:26][CH3:27])=[C:15]([O:24][CH3:25])[C:16]([O:22][CH3:23])=[CH:17][C:18]=2[N:19]=1. Reported procedure: (6′-Nitro-2′,3′,4′-trimethoxyphenyl) benzyloxyacetate (1.38 g) was dissolved in methanol (40 mL), 10% palladium on carbon was added to the solution, and the mixture was stirred at room temperature for 7 hours under a hydrogen atmosphere. The reaction mixture was filtered, and the filtrate was concentrated. The residue was dissolved in xylene (50 mL), p-toluenesulfonic acid monohydrate (350 mg) was added to the solution, and the mixture was stirred for 1 hour under reflux. After the reaction mixt... Reactants: CCOc1ccc(OCc2ccccc2)cc1C=O, CCOC(=O)CP(=O)(OCC)OCC, CN(C)C=O, [H-], [Na+], O. Yields the product CCOC(=O)C=Cc1cc(OCc2ccccc2)ccc1OCC. As a reaction SMILES: [CH2:15]([c:16]1[cH:17][cH:18][cH:19][cH:20][cH:21]1)[O:22][c:23]1[cH:24][cH:25][c:26]([O:31][CH2:32][CH3:33])[c:27]([CH:28]=[O:29])[cH:30]1.[CH3:1][CH2:2][O:3][C:4](=[O:5])[CH2:6][P:7]([O:8][CH2:9][CH3:10])([O:11][CH2:12][CH3:13])=[O:14].[CH3:34][N:35]([CH3:36])[CH:37]=[O:38].[H-:39].[Na+:40].[OH2:41]>>[CH3:1][CH2:2][O:3][C:4](=[O:5])[CH:6]=[CH:28][c:27]1[c:26]([O:31][CH2:32][CH3:33])[cH:25][cH:24][c:23]([O:22][CH2:15][c:16]2[cH:17][cH:18][cH:19][cH:20][cH:21]2)[cH:30]1. Reactants: CCCCCOc1ccc(B(O)O)cc1, CS(C)=O, O=C(O)c1ccc(-c2ccc(I)cc2)cc1, [Na+], [Na+], O=C([O-])[O-], Cl[Pd]Cl, c1ccc(P(c2ccccc2)c2ccccc2)cc1, c1ccc(P(c2ccccc2)c2ccccc2)cc1. Product: CCCCCOc1ccc(-c2ccc(-c3ccc(C(=O)O)cc3)cc2)cc1. RXN SMILES: [CH2:23]([CH2:24][CH2:25][CH2:26][CH3:27])[O:28][c:29]1[cH:30][cH:31][c:32]([B:35]([OH:36])[OH:37])[cH:33][cH:34]1.[CH3:79][S:80](=[O:81])[CH3:82].[I:1][c:2]1[cH:3][cH:4][c:5](-[c:8]2[cH:9][cH:10][c:11]([C:14](=[O:15])[OH:16])[cH:12][cH:13]2)[cH:6][cH:7]1.[Na+:17].[Na+:18].[O-:19][C:20](=[O:21])[O-:22].[Pd:38]([Cl:39])[Cl:40].[c:41]1([P:42]([c:43]2[cH:44][cH:45][cH:46][cH:47][cH:48]2)[c:49]2[cH:50][cH:51][cH:52][cH:53][cH:54]2)[cH:55][cH:56][cH:57][cH:58][cH:59]1.[c:60]1([P:61]([c:62]2[cH:63][cH:64][cH:65][cH:66][cH:67]2)[c:68]2[cH:69][cH:70][cH:71][cH:72][cH:73]2)[cH:74][cH:75][cH:76][cH:77][cH:78]1>>[c:2]1(-[c:32]2[cH:31][cH:30][c:29]([O:28][CH2:23][CH2:24][CH2:25][CH2:26][CH3:27])[cH:34][cH:33]2)[cH:3][cH:4][c:5](-[c:8]2[cH:9][cH:10][c:11]([C:14](=[O:15])[OH:16])[cH:12][cH:13]2)[cH:6][cH:7]1. The reactants are C(CC)N (propylamine), CC=1SC=C(C1O)C (2,4-dimethyl-3-hydroxythiophene), [OH-].[Na+] (sodium hydroxide). Reagents/catalysts: [Cl-].[Zn+2].[Cl-] (zinc chloride). Conditions: temperature 1700 celsius. The product is CC=1SC=C(C1NCCC)C (2,4-Dimethylthiophen-3-yl-(n-propyl)amine). Reaction SMILES: [CH2:1]([NH2:4])[CH2:2][CH3:3].[CH3:5][C:6]1[S:7][CH:8]=[C:9]([CH3:12])[C:10]=1O.[OH-].[Na+]>[Cl-].[Zn+2].[Cl-]>[CH3:5][C:6]1[S:7][CH:8]=[C:9]([CH3:12])[C:10]=1[NH:4][CH2:1][CH2:2][CH3:3] |f:2.3,4.5.6|. Procedure: In an atmosphere of inert gas, 34.6 g (0.59 mol) of propylamine were admixed with 10.6 g (78 mmol) of anhydrous zinc chloride powder in the course of which the temperature of the mixture rose strongly. The solution was then admixed with 50 g (0.39 mol) of 2,4-dimethyl-3-hydroxythiophene, introduced into an autoclave and heated at 1700° C. under pressure (approximately 5 bar) for 16 hours. After cooling, the mixture was made alkaline using 50 ml of 33% strength aqueous sodium hydroxide solution a... The reactants are C(C)OCC (Diethyl ether), C(C)(=O)SCCC(=O)Cl (3-Acetylthiopropanoyl chloride), poly (4-vinyl pyridine), FC(C1=CC=C(C=C1)C1=NNC(S1)C(=O)OCC1=CC=CC=C1)(F)F (Benzyl 2,3-dihydro-5-[4-(trifluoromethyl)phenyl]-1,3,4-thiadiazole-2-carboxylate). The solvent is C1(=CC=CC=C1)C (toluene). Product: C(C)(=O)SCCC(=O)N1C(SC(=N1)C1=CC=C(C=C1)C(F)(F)F)C(=O)OCC1=CC=CC=C1 (Benzyl 3-[3-acetylthio-1-oxopropYl]-2,3-dihydro-5-[4(trifluoromethyl)phenyl]-1,3,4-thiadiazole-2-carboxylate). RXN SMILES: [C:1]([S:4][CH2:5][CH2:6][C:7](Cl)=[O:8])(=[O:3])[CH3:2].[F:10][C:11]([F:34])([F:33])[C:12]1[CH:17]=[CH:16][C:15]([C:18]2[S:22][CH:21]([C:23]([O:25][CH2:26][C:27]3[CH:32]=[CH:31][CH:30]=[CH:29][CH:28]=3)=[O:24])[NH:20][N:19]=2)=[CH:14][CH:13]=1.C(OCC)C>C1(C)C=CC=CC=1>[C:1]([S:4][CH2:5][CH2:6][C:7]([N:20]1[N:19]=[C:18]([C:15]2[CH:16]=[CH:17][C:12]([C:11]([F:34])([F:10])[F:33])=[CH:13][CH:14]=2)[S:22][CH:21]1[C:23]([O:25][CH2:26][C:27]1[CH:28]=[CH:29][CH:30]=[CH:31][CH:32]=1)=[O:24])=[O:8])(=[O:3])[CH3:2]. Procedure: 3-Acetylthiopropanoyl chloride (0.36 g), poly (4-vinyl pyridine) (0.8 g) and the product from step b) (0.8 g) were stirred together in dry toluene (30 ml) under an atmosphere of nitrogen for 20 hours. Diethyl ether was added and the solid was filtered off and washed with diethyl ether. The filtrate was evaporated under reduced pressure and the resulting product was crystallised from ethanol to yield the sub-title product (0.9 g) as a white solid. mp 120°-121°.